From a dataset of the Open Reaction Database (ORD), a public repository of structured organic reaction records. describe an organic reaction: reactants, conditions, products, and yield Reactants: C#Cc1cccc(C2C(C(=O)OCC)=C(C)NC(C)=C2C(=O)OCC)c1, CCO, CO, ClC(Cl)Cl, [Na+], [OH-]. Yields the product C#Cc1cccc(C2C(C(=O)O)=C(C)NC(C)=C2C(=O)OCC)c1. RXN SMILES: [CH2:1]([CH3:2])[O:3][C:4](=[O:5])[C:6]1=[C:7]([CH3:26])[NH:8][C:9]([CH3:25])=[C:10]([C:20](=[O:21])[O:22][CH2:23][CH3:24])[CH:11]1[c:12]1[cH:13][c:14]([C:18]#[CH:19])[cH:15][cH:16][cH:17]1.[CH2:35]([OH:36])[CH3:37].[CH3:29][OH:30].[CH:31]([Cl:32])([Cl:33])[Cl:34].[Na+:28].[OH-:27]>>[O:3]=[C:4]([OH:5])[C:6]1=[C:7]([CH3:26])[NH:8][C:9]([CH3:25])=[C:10]([C:20](=[O:21])[O:22][CH2:23][CH3:24])[CH:11]1[c:12]1[cH:13][c:14]([C:18]#[CH:19])[cH:15][cH:16][cH:17]1. Starting materials: CC(Oc1ccc(Cl)cc1C(=O)O)C(=O)O, O, O=[N+]([O-])O, O=S(=O)(O)O. Yields the product CC(Oc1c(C(=O)O)cc(Cl)cc1[N+](=O)[O-])C(=O)O. Reaction SMILES: [C:1](=[O:2])([OH:3])[c:4]1[c:5]([O:6][CH:7]([C:8](=[O:9])[OH:10])[CH3:11])[cH:12][cH:13][c:14]([Cl:16])[cH:15]1.[OH2:21].[OH:17][N+:18]([O-:19])=[O:20].[S:22](=[O:23])(=[O:24])([OH:25])[OH:26]>>[C:1](=[O:2])([OH:3])[c:4]1[c:5]([O:6][CH:7]([C:8](=[O:9])[OH:10])[CH3:11])[c:12]([N+:18](=[O:17])[O-:19])[cH:13][c:14]([Cl:16])[cH:15]1. The reactants are NC1=CC=C2CC[C@@]3(N=C(N(C(C3)=O)C)NC(OC(C)(C)C)=O)C2=C1 (tert-butyl [(1S)-6-amino-1′-methyl-6′-oxo-2,3,5′,6′-tetrahydro-1′H-spiro[indene-1,4′-pyrimidin]-2′-yl]carbamate), NC1=CC=C2CC[C@@]3(N=C(N(C(C3)=O)C)NC(OC(C)(C)C)=O)C2=C1 (tert-butyl [(1S)-6-amino-1′-methyl-6′-oxo-2,3,5′,6′-tetrahydro-1′H-spiro[indene-1,4′-pyrimidin]-2′-yl]carbamate), FC(C1(CC1)C(=O)O)(F)F (1-trifluoromethyl-cyclopropanecarboxylic acid). Product: NC=1N(C(C[C@@]2(N1)CCC1=CC=C(C=C12)NC(=O)C1(CC1)C(F)(F)F)=O)C ((S)—N-(2′-Amino-1′-methyl-6′-oxo-2,3,5′,6′-tetrahydro-1′H-spiro[indene-1,4′-pyrimidine]-6-yl)-1-(trifluoromethyl)cyclopropanecarboxamide). Reaction SMILES: [NH2:1][C:2]1[CH:25]=[C:24]2[C:5]([CH2:6][CH2:7][C@@:8]32[CH2:13][C:12](=[O:14])[N:11]([CH3:15])[C:10]([NH:16]C(=O)OC(C)(C)C)=[N:9]3)=[CH:4][CH:3]=1.[F:26][C:27]([F:35])([F:34])[C:28]1([C:31](O)=[O:32])[CH2:30][CH2:29]1>>[NH2:16][C:10]1[N:11]([CH3:15])[C:12](=[O:14])[CH2:13][C@@:8]2([C:24]3[C:5](=[CH:4][CH:3]=[C:2]([NH:1][C:31]([C:28]4([C:27]([F:35])([F:34])[F:26])[CH2:30][CH2:29]4)=[O:32])[CH:25]=3)[CH2:6][CH2:7]2)[N:9]=1. Reported procedure: The coupling of tert-butyl [(1S)-6-amino-1′-methyl-6′-oxo-2,3,5′,6′-tetrahydro-1′H-spiro[indene-1,4′-pyrimidin]-2′-yl]carbamate (intermediate F6) and 1-trifluoromethyl-cyclopropanecarboxylic acid followed by deprotection of the intermediate yielded the title compound as a white solid. MS (ESI): m/z=381.2 [M+H]+. Starting materials: ClC=1C=C(C=C(C1Cl)Cl)[N+](=O)[O-] (3,4,5-trichloronitrobenzene), O1CCN(CC1)C1CCNCC1 (4-morpholinopiperidine). The product is ClC=1C=C(N)C=C(C1N1CCC(CC1)N1CCOCC1)Cl (3,5-Dichloro-4-(4-morpholinopiperidin-1-yl)aniline). As a reaction SMILES: [Cl:1][C:2]1[CH:3]=[C:4]([N+:10]([O-])=O)[CH:5]=[C:6]([Cl:9])[C:7]=1Cl.[O:13]1[CH2:18][CH2:17][N:16]([CH:19]2[CH2:24][CH2:23][NH:22][CH2:21][CH2:20]2)[CH2:15][CH2:14]1>>[Cl:9][C:6]1[CH:5]=[C:4]([CH:3]=[C:2]([Cl:1])[C:7]=1[N:22]1[CH2:23][CH2:24][CH:19]([N:16]2[CH2:17][CH2:18][O:13][CH2:14][CH2:15]2)[CH2:20][CH2:21]1)[NH2:10]. Procedure details: By the reaction and treatment in the same manner as in Starting Material Synthesis Example 40 using 3,4,5-trichloronitrobenzene and 4-morpholinopiperidine, the title compound was obtained, melting point: 144–146° C. The reactants are C(c1c(ccc2ccccc12)O)=O, CC1=CN=C(C=C1)N, [C-]#[N+]C1CCCCC1. Reagents/catalysts: O=C(O)C(F)(F)F (trifluoroacetic acid). The solvent is CC(C)O (isopropyl alcohol), CC(C)O (isopropylalcohol). Run at temperature 22 celsius, time 20 hour. Yields the product Cc1ccc2nc(c3c(ccc4ccccc34)O)c(NC3CCCCC3)n2c1. The yield is 0.0%. RXN SMILES: CC1=CC=C(N)N=C1.[C-]#[N+]C1CCCCC1.OC1=CC=C2C=CC=CC2=C1C=O>>CC1=CN2C(C=C1)=NC(=C2NC1CCCCC1)C1=C(O)C=CC2=CC=CC=C12. Reactants: C(C1=CC=CC=C1)OC1=CC(=C(C(=O)OCC)C(=C1)OCC1=CC(=CC=C1)OCC1=NC2=CC=CC=C2C=C1)C (Ethyl 4-benzyloxy-2-methyl-6-[3-(quinolin-2-ylmethoxy)-benzyloxy]-benzoate), [OH-].[Na+] (sodium hydroxide). The solvent is C(C)O (ethanol). Product: C(C1=CC=CC=C1)OC1=CC(=C(C(=O)O)C(=C1)OCC1=CC(=CC=C1)OCC1=NC2=CC=CC=C2C=C1)C (4-Benzyloxy-2-methyl-6-[3-(quinolin-2-ylmethoxy)-benzyloxy]-benzoic acid). As a reaction SMILES: [CH2:1]([O:8][C:9]1[CH:19]=[C:18]([O:20][CH2:21][C:22]2[CH:27]=[CH:26][CH:25]=[C:24]([O:28][CH2:29][C:30]3[CH:39]=[CH:38][C:37]4[C:32](=[CH:33][CH:34]=[CH:35][CH:36]=4)[N:31]=3)[CH:23]=2)[C:12]([C:13]([O:15]CC)=[O:14])=[C:11]([CH3:40])[CH:10]=1)[C:2]1[CH:7]=[CH:6][CH:5]=[CH:4][CH:3]=1.[OH-].[Na+]>C(O)C>[CH2:1]([O:8][C:9]1[CH:19]=[C:18]([O:20][CH2:21][C:22]2[CH:27]=[CH:26][CH:25]=[C:24]([O:28][CH2:29][C:30]3[CH:39]=[CH:38][C:37]4[C:32](=[CH:33][CH:34]=[CH:35][CH:36]=4)[N:31]=3)[CH:23]=2)[C:12]([C:13]([OH:15])=[O:14])=[C:11]([CH3:40])[CH:10]=1)[C:2]1[CH:7]=[CH:6][CH:5]=[CH:4][CH:3]=1 |f:1.2|. Reported procedure: Ethyl 4-benzyloxy-2-methyl-6-[3-(quinolin-2-ylmethoxy)-benzyloxy]-benzoate (2.4 g, 4.5 mmole, example 64) is added to ethanol (50 ml) and 11N sodium hydroxide (4.4 ml, 44 mmole) and refluxed for 8 hours. The solvent is removed in vacuo and the residue is dissolved in dichloromethane with a small amount of water and is acidified to pH6 with 1N HCl. The organic layer is dried over MgSO4 and the solvent removed in vacuo. The crude product is purified by column chromatography (silica, 1% methanol in... The reactants are C1COCCO1, CCC(CC(=O)OC)n1c(=O)c2ncccc2n(Cc2cn(C)c3cc(C)cc(C)c23)c1=O, CC(=O)O, [Li+], [OH-], O, O. Yields the product CCC(CC(=O)O)n1c(=O)c2ncccc2n(Cc2cn(C)c3cc(C)cc(C)c23)c1=O. Reaction SMILES: [CH2:42]1[O:43][CH2:44][CH2:45][O:46][CH2:47]1.[CH3:1][O:2][C:3]([CH2:4][CH:5]([CH2:6][CH3:7])[n:8]1[c:9](=[O:32])[n:10]([CH2:19][c:20]2[cH:21][n:22]([CH3:31])[c:23]3[cH:24][c:25]([CH3:30])[cH:26][c:27]([CH3:29])[c:28]23)[c:11]2[c:12]([c:13]1=[O:14])[n:15][cH:16][cH:17][cH:18]2)=[O:33].[CH3:37][C:38](=[O:39])[OH:40].[Li+:36].[OH-:35].[OH2:34].[OH2:41]>>[O:2]=[C:3]([CH2:4][CH:5]([CH2:6][CH3:7])[n:8]1[c:9](=[O:32])[n:10]([CH2:19][c:20]2[cH:21][n:22]([CH3:31])[c:23]3[cH:24][c:25]([CH3:30])[cH:26][c:27]([CH3:29])[c:28]23)[c:11]2[c:12]([c:13]1=[O:14])[n:15][cH:16][cH:17][cH:18]2)[OH:33]. Reactants: COC(CC1=C(C=C(C=C1)Cl)Cl)=O (2,4-dichlorophenylacetic acid methyl ester), C=O (paraformaldehyde), C[O-].[Na+] (NaOMe), Cl (HCl). The solvent is CS(=O)C (DMSO). Reaction conditions: time 1 hour. The product is COC(C(=C)C1=C(C=C(C=C1)Cl)Cl)=O (2-(2,4-dichlorophenyl)acrylic acid methyl ester). RXN SMILES: [CH3:1][O:2][C:3](=[O:13])[CH2:4][C:5]1[CH:10]=[CH:9][C:8]([Cl:11])=[CH:7][C:6]=1[Cl:12].[CH2:14]=O.C[O-].[Na+].Cl>CS(C)=O>[CH3:1][O:2][C:3](=[O:13])[C:4]([C:5]1[CH:10]=[CH:9][C:8]([Cl:11])=[CH:7][C:6]=1[Cl:12])=[CH2:14] |f:2.3|. Reported procedure: To a solution of 2,4-dichlorophenylacetic acid methyl ester (4.62 mmol) in 9 mL DMSO were added paraformaldehyde (4.85 mmol) and NaOMe (0.23 mmol). The reaction mixture was stirred at RT for 1 h and then poured into ice cold water. The mixture was neutralized with 1M HCl solution and extracted with toluol (3×). The combined organic layers were washed with aq. NaCl solution, dried over MgSO4 and concentrated in vacuo. Purification by CC (KP-SIL™ from Biotage) using Hept/EtOAc (9/1 to 8/2) gives t... Reactants: BrC1=C(C(=C(N)C=C1)F)F (4-bromo-2,3-difluoroaniline), cuprous cyanide, CN(C)C=O (DMF), [C-]#N.[Na+] (NaCN). Run in O (H2O). Yields the product NC1=C(C(=C(C#N)C=C1)F)F (4-amino-2,3-difluorobenzonitrile). The yield is 55.0%. RXN SMILES: Br[C:2]1[CH:8]=[CH:7][C:5]([NH2:6])=[C:4]([F:9])[C:3]=1[F:10].[CH3:11][N:12](C=O)C.[C-]#N.[Na+]>O>[NH2:6][C:5]1[CH:7]=[CH:8][C:2]([C:11]#[N:12])=[C:3]([F:10])[C:4]=1[F:9] |f:2.3|. Procedure: A stirred mixture of the crude 4-bromo-2,3-difluoroaniline, 36 g of cuprous cyanide and 908 mL of DMF is heated 7 hours at reflux under an N2 atmosphere. After cooling, 900 mL of 10% aqueous NaCN is added and 45 minutes later 2 L of H2O. The black solution is extracted three times with CH2Cl2 (total volume 4 L). The CH2CL2 extract is washed with H2O, saturated NaHCO3 and H2O (500 mL of each) and then stripped in vacuo. The resulting black oil is purified by dry-column chromatography on silica ge... Reactants: C1(CC1)N1C=C(C(C2=CC(=C(C(=C12)OC)F)F)=O)C(=O)O (1-cyclopropyl-6,7-difluoro-1,4-dihydro-8-methoxy-4-oxo-3-quinolinecarboxylic acid), NCC1CNCC1 (3-aminomethylpyrrolidine), C1CCC2=NCCCN2CC1 (DBU). The solvent is C(C)#N (acetonitrile). The product is NCC1CN(CC1)C1=C(C=C2C(C(=CN(C2=C1OC)C1CC1)C(=O)O)=O)F (7-(3-aminomethyl-1-pyrrolidinyl)-1-cyclopropyl-6-fluoro-1,4-dihydro-8-methoxy-4-oxo-3-quinolinecarboxylic acid). Yield: 35.4%. Reaction SMILES: [CH:1]1([N:4]2[C:13]3[C:8](=[CH:9][C:10]([F:17])=[C:11](F)[C:12]=3[O:14][CH3:15])[C:7](=[O:18])[C:6]([C:19]([OH:21])=[O:20])=[CH:5]2)[CH2:3][CH2:2]1.[NH2:22][CH2:23][CH:24]1[CH2:28][CH2:27][NH:26][CH2:25]1.C1CCN2C(=NCCC2)CC1>C(#N)C>[NH2:22][CH2:23][CH:24]1[CH2:28][CH2:27][N:26]([C:11]2[C:12]([O:14][CH3:15])=[C:13]3[C:8]([C:7](=[O:18])[C:6]([C:19]([OH:21])=[O:20])=[CH:5][N:4]3[CH:1]3[CH2:3][CH2:2]3)=[CH:9][C:10]=2[F:17])[CH2:25]1. Procedure: A mixture of 1-cyclopropyl-6,7-difluoro-1,4-dihydro-8-methoxy-4-oxo-3-quinolinecarboxylic acid (200 mg), 3-aminomethylpyrrolidine (80 mg), DBU (110 mg) and anhydorous acetonitrile (3 ml) was refluxed for 2.5 hours. After cooling, the resulting precipitate was collected by filtration and recrystallized from a solution of dichloromethane-methanol (1:1) to give the title compound (90 mg) as white powdery crystals, mp 198°-200° C.